This data is from the Open Reaction Database (ORD), a public repository of structured organic reaction records. The task is: describe an organic reaction: reactants, conditions, products, and yield The reactants are [BH3-]C#N.[Na+] (NaCNBH3), ClC=1C=C(C=CC1F)NC1=NC=NN2C1=C(C=C2)CC2(CCC(CC2)=O)O (4-[4-(3-chloro-4-fluoro-phenylamino)-pyrrolo[2,1-f][1,2,4]triazin-5-ylmethyl]-4-hydroxy-cyclohexanone), NH4OAc, 3A. Run in CO (MeOH). Run at time 12 hour. Yields the product NC1CCC(CC1)(O)CC=1C=CN2N=CN=C(C21)NC2=CC(=C(C=C2)F)Cl (4-Amino-1-[4-(3-chloro-4-fluoro-phenylamino)-pyrrolo[2,1-f][1,2,4]triazin-5-ylmethyl]-cyclohexanol). Yield: 15.0%. As a reaction SMILES: [Cl:1][C:2]1[CH:3]=[C:4]([NH:9][C:10]2[C:15]3=[C:16]([CH2:19][C:20]4([OH:27])[CH2:25][CH2:24][C:23](=O)[CH2:22][CH2:21]4)[CH:17]=[CH:18][N:14]3[N:13]=[CH:12][N:11]=2)[CH:5]=[CH:6][C:7]=1[F:8].[BH3-]C#[N:30].[Na+]>CO>[NH2:30][CH:23]1[CH2:24][CH2:25][C:20]([CH2:19][C:16]2[CH:17]=[CH:18][N:14]3[C:15]=2[C:10]([NH:9][C:4]2[CH:5]=[CH:6][C:7]([F:8])=[C:2]([Cl:1])[CH:3]=2)=[N:11][CH:12]=[N:13]3)([OH:27])[CH2:21][CH2:22]1 |f:1.2|. Reported procedure: To a solution of 4-[4-(3-chloro-4-fluoro-phenylamino)-pyrrolo[2,1-f][1,2,4]triazin-5-ylmethyl]-4-hydroxy-cyclohexanone (24 mg, 0.06 mmole) in dry MeOH (0.5 mL) was added powdered 3A molecular sieves (24 mg), (10 eq) NH4OAc (48 mg, 0.06 mmole), and NaCNBH3 (4 mg, 0.06 mmole); the reaction stirred under nitrogen for 12 hr. The reaction mixture was filtered and a 15% NaOH solution was added. After 10 min, the mixture was diluted with DCM (50 mL) and washed with water. The organic phase was dried (N... Reactants: O=C(n1ccnc1)n1ccnc1, CNOC, O=C(O)C1CC=CC1, ClCCl, O. The product is CON(C)C(=O)C1CC=CC1. As a reaction SMILES: [C:9]([n:10]1[cH:11][cH:12][n:13][cH:14]1)([n:15]1[cH:16][cH:17][n:18][cH:19]1)=[O:20].[CH3:21][NH:22][O:23][CH3:24].[CH:1]1([C:6](=[O:7])[OH:8])[CH2:2][CH:3]=[CH:4][CH2:5]1.[Cl:26][CH2:27][Cl:28].[OH2:25]>>[CH:1]1([C:6](=[O:8])[N:22]([CH3:21])[O:23][CH3:24])[CH2:2][CH:3]=[CH:4][CH2:5]1. Starting materials: COC(C1=CN=C(C(=C1)Br)Cl)=O (5-bromo-6-chloro-nicotinic acid methyl ester), N[C@H]1[C@@H](CCCC1)O ((1R,2R)-2-amino-cyclohexanol), C1(CC1)CO (cyclopropylmethanol), FC1=CC=C(C=C1)B(O)O (4-fluorophenylboronic acid). The product is C1(CC1)COC1=NC=C(C(=O)N[C@H]2[C@@H](CCCC2)O)C=C1C1=CC=C(C=C1)F (6-Cyclopropylmethoxy-5-(4-fluoro-phenyl)-N-((1R,2R)-2-hydroxy-cyclohexyl)-nicotinamide). Reaction SMILES: CO[C:3](=[O:12])[C:4]1[CH:9]=[C:8](Br)[C:7](Cl)=[N:6][CH:5]=1.[CH:13]1([CH2:16][OH:17])[CH2:15][CH2:14]1.[F:18][C:19]1[CH:24]=[CH:23][C:22](B(O)O)=[CH:21][CH:20]=1.[NH2:28][C@@H:29]1[CH2:34][CH2:33][CH2:32][CH2:31][C@H:30]1[OH:35]>>[CH:13]1([CH2:16][O:17][C:7]2[C:8]([C:22]3[CH:23]=[CH:24][C:19]([F:18])=[CH:20][CH:21]=3)=[CH:9][C:4]([C:3]([NH:28][C@@H:29]3[CH2:34][CH2:33][CH2:32][CH2:31][C@H:30]3[OH:35])=[O:12])=[CH:5][N:6]=2)[CH2:15][CH2:14]1. Reported procedure: The title compound was synthesized in analogy to the procedure described for the preparation of Example 23, using 5-bromo-6-chloro-nicotinic acid methyl ester, cyclopropylmethanol (commercially available), 4-fluorophenylboronic acid (commercially available) and (1R,2R)-2-amino-cyclohexanol (commercially available) as starting materials. MS (m/e): 385.3 (MH+). Reactants: CCO, Cc1cccc(Cl)c1CCl, N#C[K], O. Yields the product Cc1cccc(Cl)c1CC#N. As a reaction SMILES: [CH3:14][CH2:15][OH:16].[Cl:1][CH2:2][c:3]1[c:4]([Cl:10])[cH:5][cH:6][cH:7][c:8]1[CH3:9].[K:11][C:12]#[N:13].[OH2:17]>>[CH2:2]([c:3]1[c:4]([Cl:10])[cH:5][cH:6][cH:7][c:8]1[CH3:9])[C:12]#[N:13]. Reactants: C(C)(=O)C1C2C=CC(C1)C2 (2-acetyl-5-norbornene), CN(C=O)C (dimethylformamide), C(#N)CC(=O)O (cyanoacetic acid), [OH-].[NH4+] (ammonium hydroxide). The solvent is C1=CC=CC=C1 (benzene). The product is C(#N)CC(C)=C1C2C=CC(C1)C2 (2-(2-cyano-1-methylethylidene)-bicyclo[2.2.1]hept-5-ene). The yield is 31.0%. Reaction SMILES: [C:1]([CH:4]1[CH2:9][CH:8]2[CH2:10][CH:5]1[CH:6]=[CH:7]2)(=O)[CH3:2].[C:11](CC(O)=O)#[N:12].[OH-].[NH4+].[CH3:19]N(C)C=O>C1C=CC=CC=1>[C:11]([CH2:2][C:1](=[C:4]1[CH2:9][CH:8]2[CH2:10][CH:5]1[CH:6]=[CH:7]2)[CH3:19])#[N:12] |f:2.3|. Procedure: A stirred solution of 100 g (0.72 mol) of 2-acetyl-5-norbornene (Aldrich Chemical Co.), 65 g (0.76 mol) of cyanoacetic acid, 2 ml of ammonium hydroxide (58%), 132 ml of dimethylformamide; and 170 ml of benzene was heated to reflux and the water removed with a Dean-Stark trap. The reaction was allowed to continue until the evolution of carbon dioxide ceased (approx. 24 hr.). Upon completion the reaction was cooled and the solvent removed under reduced pressure. The residue oil was distilled under... Reactants: ClC(C(Cl)(Cl)Cl)(Cl)Cl (Hexachloroethane), [OH-].[K+] (potassium hydroxide), ClC(C1=CC(=CC=C1)CCl)Cl (α,α,α'-Trichloro-m-xylene), ClC(=C(Cl)Cl)Cl (tetrachloroethylene). Reagents/catalysts: [Cl-].C(CCCCCCCCCCC)[N+](C)(C)C (dodecyltrimethylammonium chloride). The solvent is O (water). Run at temperature 75 celsius. Product: ClC(C=1C(=CC=CC1)CCl)(Cl)Cl (α,α,α,α'-tetrachloroxylene). Isolated yield 85.2%. Reaction SMILES: [Cl:1][CH:2](Cl)[C:3]1C=[CH:7][CH:6]=[C:5](CCl)[CH:4]=1.ClC(Cl)=C(Cl)Cl.[Cl:18][C:19]([Cl:25])([Cl:24])[C:20](Cl)(Cl)Cl.[OH-].[K+]>[Cl-].C([N+](C)(C)C)CCCCCCCCCCC.O>[Cl:18][C:19]([Cl:25])([Cl:24])[C:20]1[C:3]([CH2:2][Cl:1])=[CH:4][CH:5]=[CH:6][CH:7]=1 |f:3.4,5.6|. Reported procedure: α,α,α'-Trichloro-m-xylene (22.5 grams, 93.2% a.i., 0.1 moles) was dissolved in 18 mls. of tetrachloroethylene. Hexachloroethane (59.2 grams, 0.25 moles), potassium hydroxide (12.8 grams, 87.7%, 0.2 moles), water (2.13 grams), and dodecyltrimethylammonium chloride (0.255 grams, 0.001 moles) were added. The mixture was heated at 75° C. for 2.5 hours with good stirring. The reaction was quenched with 30 mls. of water and 18 mls tetrachloroethylene. The organic phase was separated and washed with wa... The reactants are CCC(C(=O)[O-])N1CC(c2ccccc2OC)c2cc(Cl)ccc2C(CC(C)C)C1=O, Cl, [Na+], C1COCCO1, [OH-], O. Product: COc1ccccc1C1CN(CC(=O)O)C(=O)C(CC(C)C)c2ccc(Cl)cc21. Reaction SMILES: [CH2:1]([CH3:2])[CH:3]([C:4](=[O:5])[O-:6])[N:7]1[CH2:8][CH:9]([c:24]2[c:25]([O:30][CH3:31])[cH:26][cH:27][cH:28][cH:29]2)[c:10]2[c:11]([cH:19][cH:20][c:21]([Cl:23])[cH:22]2)[CH:12]([CH2:15][CH:16]([CH3:17])[CH3:18])[C:13]1=[O:14].[ClH:34].[Na+:33].[O:36]1[CH2:37][CH2:38][O:39][CH2:40][CH2:41]1.[OH-:32].[OH2:35]>>[CH2:3]([C:4](=[O:5])[OH:6])[N:7]1[CH2:8][CH:9]([c:24]2[c:25]([O:30][CH3:31])[cH:26][cH:27][cH:28][cH:29]2)[c:10]2[c:11]([cH:19][cH:20][c:21]([Cl:23])[cH:22]2)[CH:12]([CH2:15][CH:16]([CH3:17])[CH3:18])[C:13]1=[O:14]. The reactants are ClC(Cl)Cl, CC(CO)Oc1ccccc1, Cc1ccc(S(=O)(=O)Cl)cc1, c1ccncc1. The product is Cc1ccc(S(=O)(=O)OCC(C)Oc2ccccc2)cc1. RXN SMILES: [Cl:12][CH:13]([Cl:14])[Cl:15].[O:1]([c:2]1[cH:3][cH:4][cH:5][cH:6][cH:7]1)[CH:8]([CH2:9][OH:10])[CH3:11].[S:16](=[O:17])(=[O:18])([c:19]1[cH:20][cH:21][c:22]([CH3:23])[cH:24][cH:25]1)[Cl:26].[cH:27]1[cH:28][cH:29][n:30][cH:31][cH:32]1>>[O:1]([c:2]1[cH:3][cH:4][cH:5][cH:6][cH:7]1)[CH:8]([CH2:9][O:10][S:16](=[O:17])(=[O:18])[c:19]1[cH:20][cH:21][c:22]([CH3:23])[cH:24][cH:25]1)[CH3:11]. Starting materials: COC1=CC=C(CN2C=NC=3C=NC(=CC32)Br)C=C1 (1-(4-methoxybenzyl)-6-bromo-1H-imidazo[4,5-c]pyridine), NC=1N=C(C(=NC1)C#N)OC(CN(C)C)C (5-amino-3-(1-(dimethylamino)propan-2-yloxy)pyrazine-2-carbonitrile), CN(C)C=O (DMF), C([O-])([O-])=O.[Cs+].[Cs+] (caesium carbonate), CC1(C2=CC=CC(=C2OC=2C(=CC=CC12)P(C1=CC=CC=C1)C1=CC=CC=C1)P(C1=CC=CC=C1)C1=CC=CC=C1)C (9,9-dimethyl-4,5-bis(diphenylphosphino)xanthene), CC=1C=CC(=CC1)S(=O)(=O)O (TsOH). The reagents and catalysts are C=1C=CC(=CC1)/C=C/C(=O)/C=C/C2=CC=CC=C2.C=1C=CC(=CC1)/C=C/C(=O)/C=C/C2=CC=CC=C2.C=1C=CC(=CC1)/C=C/C(=O)/C=C/C2=CC=CC=C2.[Pd].[Pd] (tris(dibenzylideneacetone)dipalladium(0)). Run in C1(=CC=CC=C1)C (toluene). Run at temperature 120 celsius, time 10 minute. Yields the product N1=CNC=2C=NC(=CC21)NC=2N=C(C(=NC2)C#N)OC(CN(C)C)C (5-(3H-Imidazo[4,5-c]pyridin-6-ylamino)-3-(1-(dimethylamino)propan-2-yloxy)pyrazine-2-carbonitrile). Isolated yield 20.0%. Reaction SMILES: CC1(C)C2C=CC=C(P(C3C=CC=CC=3)C3C=CC=CC=3)C=2OC2C1=CC=CC=2P(C1C=CC=CC=1)C1C=CC=CC=1.COC1C=CC(C[N:50]2[C:58]3[CH:57]=[C:56](Br)[N:55]=[CH:54][C:53]=3[N:52]=[CH:51]2)=CC=1.[NH2:62][C:63]1[N:64]=[C:65]([O:71][CH:72]([CH3:77])[CH2:73][N:74]([CH3:76])[CH3:75])[C:66]([C:69]#[N:70])=[N:67][CH:68]=1.CN(C=O)C.C(=O)([O-])[O-].[Cs+].[Cs+].CC1C=CC(S(O)(=O)=O)=CC=1>C1(C)C=CC=CC=1.C1C=CC(/C=C/C(/C=C/C2C=CC=CC=2)=O)=CC=1.C1C=CC(/C=C/C(/C=C/C2C=CC=CC=2)=O)=CC=1.C1C=CC(/C=C/C(/C=C/C2C=CC=CC=2)=O)=CC=1.[Pd].[Pd]>[N:50]1[C:58]2[CH:57]=[C:56]([NH:62][C:63]3[N:64]=[C:65]([O:71][CH:72]([CH3:77])[CH2:73][N:74]([CH3:76])[CH3:75])[C:66]([C:69]#[N:70])=[N:67][CH:68]=3)[N:55]=[CH:54][C:53]=2[NH:52][CH:51]=1 |f:4.5.6,9.10.11.12.13|. Procedure details: A mixture of tris(dibenzylideneacetone)dipalladium(0) (14 mg, 0.016 mmol) and 9,9-dimethyl-4,5-bis(diphenylphosphino)xanthene (18 mg, 0.031 mmol) in toluene (1.5 mL) was degassed under a stream of nitrogen gas with stirring for 10 minutes. After addition of 1-(4-methoxybenzyl)-6-bromo-1H-imidazo[4,5-c]pyridine (50 mg, 0.157 mmol), 5-amino-3-(1-(dimethylamino)propan-2-yloxy)pyrazine-2-carbonitrile in DMF (0.5 mL) (38 mg, 0.173 mmol) and caesium carbonate (102 mg, 0.314 mmol), the mixture was dega...